This data is from the Open Reaction Database (ORD), a public repository of structured organic reaction records. The task is: describe an organic reaction: reactants, conditions, products, and yield The solvent is O (water), O (water). Starting materials: COCCC1=CC=C(C=C1)O (p-(2-Methoxyethyl)phenol), C(Cl)C1CO1 (epichlorohydrin), C1(=CC=CC=C1)O (phenol), [Na] (sodium), [K] (potassium), [OH-] (hydroxide). Product: O1C(COC2=CC=C(C=C2)CCOC)C1 (1-(2,3-epoxypropoxy)-4-(2-methoxyethyl)benzene). Reported procedure: p-(2-Methoxyethyl)phenol (A) and epichlorohydrin (B, 1.4-2.0 eqv.) are reacted in water, at least 1.5 kg, preferably about 2 kg of water per kg of phenol, during the addition of sodium (or potassium) hydroxide solution, (1.3-1.7 eqv.) to form 1-(2,3-epoxypropoxy)-4-(2-methoxyethyl)benzene; (p-methoxyethyl-epoxypropoxybenzene). The reaction is preferably performed at a temperature of 50-70° C. As a reaction SMILES: [CH3:1][O:2][CH2:3][CH2:4][C:5]1[CH:10]=[CH:9][C:8]([OH:11])=[CH:7][CH:6]=1.[CH2:12]([CH:14]1[O:16][CH2:15]1)Cl.C1(O)C=CC=CC=1.[Na].[K].[OH-]>O>[O:16]1[CH2:15][CH:14]1[CH2:12][O:11][C:8]1[CH:9]=[CH:10][C:5]([CH2:4][CH2:3][O:2][CH3:1])=[CH:6][CH:7]=1 |^1:23,24|. The reactants are CCOC(=O)C.CCCCCC (EtOAc hexane), [OH-].[K+] (KOH), UV(MeOH), CC1=C(C(CCC1)(C)C)/C=C/C(=C\C=C\C(=C\C(=O)O)\C)/C (9-cis-retinoic acid), [H][H] (hydrogen), crude product IX, Cl (HCl), CC1=C(C(CCC1)(C)C)/C=C/C(=C\C=C\C(=C\C(=O)O)\C)/C (9-cis-retinoic acid). Solvent: CO (MeOH). Run at temperature 0 celsius. The product is C\C(=C/C(=O)OCC)\C=C\C=C(/C=C/C1=C(CC=CC1(C)C)C)\C (Ethyl (2E,4E,6Z,8E)-3,7-dimethyl-9-(2,6,6-trimethylcyclohex-1,4-dienyl)-nona-2,4,6,8-tetraenoate). Reaction SMILES: [CH3:1][C:2]1[CH2:7][CH2:6][CH2:5][C:4]([CH3:9])([CH3:8])[C:3]=1/[CH:10]=[CH:11]/[C:12](/[CH3:22])=[CH:13]\[CH:14]=[CH:15]\[C:16](\[CH3:21])=[CH:17]\[C:18]([OH:20])=[O:19].[H][H].[OH-].[K+].Cl.[CH3:28][CH2:29]OC(C)=O.CCCCCC>CO>[CH3:21]/[C:16](/[CH:15]=[CH:14]/[CH:13]=[C:12](/[CH3:22])\[CH:11]=[CH:10]\[C:3]1[C:4]([CH3:8])([CH3:9])[CH:5]=[CH:6][CH2:7][C:2]=1[CH3:1])=[CH:17]\[C:18]([O:20][CH2:28][CH3:29])=[O:19] |f:2.3,5.6|. Procedure details: (XI where R1, R2, R3, R4 and R5 are methyl, R7 is hydrogen) The crude product IX was dissolved in 5 mL of MeOH, followed by addition of 2 mL of 5N aqueous KOH. The reaction was heated to reflux for 30 min., cooled to 0 ° C., and acidified with 1N aqueous HCl. The product was extracted with EtOAc (3×5 mL), and the combined extract was washed with brine, dried over MgSO4 and concentrated. HPLC purification (C18 -ODS, 65% CH3CN-35% H2O-0.5% AcOH) gave 3.2 Curies of pure 3H2 !-9-cis-retinoic acid XI...